describe an organic reaction: reactants, conditions, products, and yield From a dataset of the Open Reaction Database (ORD), a public repository of structured organic reaction records. The reactants are ClC1=CC=C(C=N1)N(CC1=CSC=C1)C1CCNCC1 ((6-chloro-pyridin-3-yl)-piperidin-4-yl-thiophen-3-ylmethyl-amine), O=C(CCN1C(C2=CC=CC=C2C1=O)=O)C (2-(3-oxo-butyl)-isoindole-1,3-dione). Product: NCCC(C)N1CCC(CC1)N(CC1=CSC=C1)C=1C=NC(=CC1)Cl ([1-(3-amino-1-methyl-propyl)-piperidin-4-yl]-(6-chloro-pyridin-3-yl)-thiophen-3-ylmethyl-amine). As a reaction SMILES: [Cl:1][C:2]1[N:7]=[CH:6][C:5]([N:8]([CH:15]2[CH2:20][CH2:19][NH:18][CH2:17][CH2:16]2)[CH2:9][C:10]2[CH:14]=[CH:13][S:12][CH:11]=2)=[CH:4][CH:3]=1.O=[C:22]([CH3:36])[CH2:23][CH2:24][N:25]1C(=O)C2C(=CC=CC=2)C1=O>>[NH2:25][CH2:24][CH2:23][CH:22]([N:18]1[CH2:17][CH2:16][CH:15]([N:8]([C:5]2[CH:6]=[N:7][C:2]([Cl:1])=[CH:3][CH:4]=2)[CH2:9][C:10]2[CH:14]=[CH:13][S:12][CH:11]=2)[CH2:20][CH2:19]1)[CH3:36]. Procedure details: Using general procedure B with the amine from above (65 mg, 0.21 mmol) and 2-(3-oxo-butyl)-isoindole-1,3-dione (115 mg, 0.529 mmol) and then using general procedure D gave [1-(3-amino-1-methyl-propyl)-piperidin-4-yl]-(6-chloro-pyridin-3-yl)-thiophen-3-ylmethyl-amine as a yellow oil (60 mg, 75% over 2 steps). The reactants are N1(CCCCC1)C1CCNCC1 (4-(piperidin-1-yl)piperidine), CS(=O)(=O)OCC[C@]1(CN(CC1)C(CC1=C(C=CC=C1)OC)=O)C1=CC(=C(C=C1)Cl)Cl.C(C)#N (acetonitrile (S)-3-(2-methanesulfonyloxyethyl)-3-(3,4-dichlorophenyl)-1-[(2-methoxyphenyl)acetyl)pyrrolidine). Yields the product ClC=1C=C(C=CC1Cl)[C@]1(CN(CC1)C(CC1=C(C=CC=C1)OC)=O)CCN1CCC(CC1)N1CCCCC1 ((S)-3-(3,4-dichlorophenyl)-1-[(2-methoxyphenyl)acetyl]-3-[2-[4-(piperidin-1-yl)piperidin-1-yl]ethyl]pyrrolidine). RXN SMILES: [N:1]1([CH:7]2[CH2:12][CH2:11][NH:10][CH2:9][CH2:8]2)[CH2:6][CH2:5][CH2:4][CH2:3][CH2:2]1.CS(O[CH2:18][CH2:19][C@:20]1([C:36]2[CH:41]=[CH:40][C:39]([Cl:42])=[C:38]([Cl:43])[CH:37]=2)[CH2:24][CH2:23][N:22]([C:25](=[O:35])[CH2:26][C:27]2[CH:32]=[CH:31][CH:30]=[CH:29][C:28]=2[O:33][CH3:34])[CH2:21]1)(=O)=O.C(#N)C>>[Cl:43][C:38]1[CH:37]=[C:36]([C@:20]2([CH2:19][CH2:18][N:10]3[CH2:11][CH2:12][CH:7]([N:1]4[CH2:6][CH2:5][CH2:4][CH2:3][CH2:2]4)[CH2:8][CH2:9]3)[CH2:24][CH2:23][N:22]([C:25](=[O:35])[CH2:26][C:27]3[CH:32]=[CH:31][CH:30]=[CH:29][C:28]=3[O:33][CH3:34])[CH2:21]2)[CH:41]=[CH:40][C:39]=1[Cl:42] |f:1.2|. Reported procedure: In 30 ml of acetonitrile (S)-3-(2-methanesulfonyloxyethyl)-3-(3,4-dichlorophenyl)-1-[(2-methoxyphenyl)acetyl)pyrrolidine (3.17 g), prepared as described, supra, is mixed with an equimolar amount of 4-(piperidin-1-yl)piperidine. The reaction mixture is then heated to reflux and refluxed for about ten hours. The mixture is then concentrated under vacuum and the residue is taken up in methylene chloride and washed with a 3N solution of hydrochloric acid, followed by a wash with brine. The organic f... The reactants are Fc1cc(OC(F)(F)c2c(F)cc(Br)cc2F)ccc1-c1cc(F)c(C(F)(F)F)c(F)c1, COC(C)(C)C, C1CCOC1, CCCc1ccc(B(O)O)c(F)c1, N[NH3+], [OH-], O. Product: CCCc1ccc(-c2cc(F)c(C(F)(F)Oc3ccc(-c4cc(F)c(C(F)(F)F)c(F)c4)c(F)c3)c(F)c2)c(F)c1. Reaction SMILES: [Br:14][c:15]1[cH:16][c:17]([F:45])[c:18]([C:22]([O:23][c:24]2[cH:25][c:26]([F:42])[c:27](-[c:30]3[cH:31][c:32]([F:41])[c:33]([C:37]([F:38])([F:39])[F:40])[c:34]([F:36])[cH:35]3)[cH:28][cH:29]2)([F:43])[F:44])[c:19]([F:21])[cH:20]1.[C:55]([O:56][CH3:57])([CH3:58])([CH3:59])[CH3:60].[CH2:49]1[O:50][CH2:51][CH2:52][CH2:53]1.[F:1][c:2]1[c:3]([B:11]([OH:12])[OH:13])[cH:4][cH:5][c:6]([CH2:8][CH2:9][CH3:10])[cH:7]1.[NH3+:47][NH2:48].[OH-:46].[OH2:54]>>[F:1][c:2]1[c:3](-[c:15]2[cH:16][c:17]([F:45])[c:18]([C:22]([O:23][c:24]3[cH:25][c:26]([F:42])[c:27](-[c:30]4[cH:31][c:32]([F:41])[c:33]([C:37]([F:38])([F:39])[F:40])[c:34]([F:36])[cH:35]4)[cH:28][cH:29]3)([F:43])[F:44])[c:19]([F:21])[cH:20]2)[cH:4][cH:5][c:6]([CH2:8][CH2:9][CH3:10])[cH:7]1. The reactants are C#CCCl, CCCC[N+](CCCC)(CCCC)Cc1ccccc1, CCOCC, [Cl-], Nc1cc(S)c(Cl)cc1F, [Na+], [OH-], O. The product is C#CCSc1cc(N)c(F)cc1Cl. As a reaction SMILES: [CH2:14]([C:15]#[CH:16])[Cl:17].[CH2:19]([N+:20]([CH2:21][CH2:22][CH2:23][CH3:24])([CH2:25][CH2:26][CH2:27][CH3:28])[CH2:29][c:30]1[cH:31][cH:32][cH:33][cH:34][cH:35]1)[CH2:36][CH2:37][CH3:38].[CH3:39][CH2:40][O:41][CH2:42][CH3:43].[Cl-:18].[NH2:1][c:2]1[c:3]([F:10])[cH:4][c:5]([Cl:9])[c:6]([SH:8])[cH:7]1.[Na+:12].[OH-:11].[OH2:13]>>[NH2:1][c:2]1[c:3]([F:10])[cH:4][c:5]([Cl:9])[c:6]([S:8][CH2:16][C:15]#[CH:14])[cH:7]1. Reactants: CN(C)C=O (DMF), C(=O)O (formic acid), NC=1NC(=CC1C(=O)OCC)C1=CC2=CC=CC=C2C=C1 (2-amino-3-ethoxycarbonyl-5-(naphth-2-yl)-1H-pyrrole). The solvent is C(C)(C)O (isopropanol), C(=O)N (formamide). Product: C1=C(C=CC2=CC=CC=C12)C1=CC2=C(N=CN=C2O)N1 (6-(Naphth-2-yl)-7H-pyrrolo[2,3-d]pyrimidin-4-ol). RXN SMILES: [NH2:1][C:2]1[NH:3][C:4]([C:12]2[CH:21]=[CH:20][C:19]3[C:14](=[CH:15][CH:16]=[CH:17][CH:18]=3)[CH:13]=2)=[CH:5][C:6]=1[C:7](OCC)=[O:8].[CH3:22][N:23](C=O)C.C(O)=O>C(N)=O.C(O)(C)C>[CH:13]1[C:14]2[C:19](=[CH:18][CH:17]=[CH:16][CH:15]=2)[CH:20]=[CH:21][C:12]=1[C:4]1[NH:3][C:2]2[N:1]=[CH:22][N:23]=[C:7]([OH:8])[C:6]=2[CH:5]=1. Procedure details: 420 mg (1.5 mmol) of 2-amino-3-ethoxycarbonyl-5-(naphth-2-yl)-1H-pyrrole are stirred in 3 ml of formamide, 1.5 ml of DMF and 0.75 ml of formic acid at 150° C. for 22 hours. The reaction mixture is diluted with approximately 1 ml of isopropanol and filtered. Washing with ethanol, isopropanol and hexane yields the title compound; m.p.>300° C.; 1H-NMR (200 MHz, DMSO-d6): 12.2 (sb), 8.39 (s, 1H), 8.0 (m, 2H), 7.9 (m, 3H), 7.53 (m, 2H), 7.11 (s, 1H).